This data is from the Open Reaction Database (ORD), a public repository of structured organic reaction records. The task is: describe an organic reaction: reactants, conditions, products, and yield Starting materials: C(C1=CC=CC=C1)NC1=C(C(=C(C=2N3C(N(C21)C2CC2)=CC(N(C3=O)OCC3=CC=CC=C3)=O)F)N3CCN(CC3)C)F (6-Benzylamino-2-benzyloxy-5-cyclopropyl-7,9-difluoro-8-(4-methylpiperazin-1-yl)-1,2,3,5-tetrahydro-pyrimido[1,6-a]benzimidazole-1,3-dione), C(C)O (ethanol), C(C)(=O)O (acetic acid). Reagents/catalysts: [Pd] (Pd/C). The product is NC1=C(C(=C(C2=C1N1C(N2C2CC2)=CC(N(C1=O)O)=O)F)N1CCN(CC1)C)F (9-amino-5-cyclopropyl-6,8-difluoro-7-(4-methyl-1-piperazinyl)-2-hydroxy-pyrimido[1,6-a]benzimidazole-1,3-(2H, 5H)-dione). Isolated yield 80.0%. Reaction SMILES: C([NH:8][C:9]1[C:17]2[N:16](C3CC3)[C:15]3=[CH:21][C:22](=[O:34])[N:23]([O:26]CC4C=CC=CC=4)[C:24](=[O:25])[N:14]3[C:13]=2[C:12]([F:35])=[C:11]([N:36]2[CH2:41][CH2:40][N:39]([CH3:42])[CH2:38][CH2:37]2)[C:10]=1[F:43])C1C=CC=CC=1.[C:44](O)(=O)[CH3:45].[CH2:48](O)C>[Pd]>[NH2:8][C:9]1[C:17]2[N:16]3[C:24](=[O:25])[N:23]([OH:26])[C:22](=[O:34])[CH:21]=[C:15]3[N:14]([CH:45]3[CH2:44][CH2:48]3)[C:13]=2[C:12]([F:35])=[C:11]([N:36]2[CH2:41][CH2:40][N:39]([CH3:42])[CH2:38][CH2:37]2)[C:10]=1[F:43]. Reported procedure: 6-Benzylamino-2-benzyloxy-5-cyclopropyl-7,9-difluoro-8-(4-methylpiperazin-1-yl)-1,2,3,5-tetrahydro-pyrimido[1,6-a]benzimidazole-1,3-dione(0.57 g, 0.97 mmol), dissolved in ethanol (115 ml) and concentrated acetic acid (15 ml), is hydrogenated over 5% Pd/C (150 mg). At the end of the reaction, the catalyst is filtered off, and the solution is evaporated. The residue is dissolved in water (10 ml) and the pH adjusted to 7-8 with saturated aqueous sodium bicarbonate solution. The resulting crystals a... Reactants: C1CCC2=CC=3CCCC3C=C12 (1,2,3,5,6,7-Hexahydro-s-indacene), C(C)(=O)Cl (acetyl chloride), [Cl-].[Al+3].[Cl-].[Cl-] (aluminum chloride). Run in C1=CC=CC=C1 (benzene). Run at time 4 hour. Yields the product C1CCC2=C(C=3CCCC3C=C12)C(C)=O (1-(1,2,3,5,6,7-Hexahydro-s-indacen-4-yl)-ethanone). Reaction SMILES: [CH2:1]1[C:12]2[C:4](=[CH:5][C:6]3[CH2:7][CH2:8][CH2:9][C:10]=3[CH:11]=2)[CH2:3][CH2:2]1.[C:13](Cl)(=[O:15])[CH3:14].[Cl-].[Al+3].[Cl-].[Cl-]>C1C=CC=CC=1>[CH2:3]1[C:4]2[C:12](=[C:11]([C:13](=[O:15])[CH3:14])[C:10]3[CH2:9][CH2:8][CH2:7][C:6]=3[CH:5]=2)[CH2:1][CH2:2]1 |f:2.3.4.5|. Reported procedure: To a stirred solution of 1,2,3,5,6,7-Hexahydro-s-indacene (30 grams) and acetyl chloride (14.2 mL) in 120 mL of benzene at 0° C. was added 30 grams of aluminum chloride over a period of 1 hour. The cooling bath was removed and the solution was warmed to room temperature and stirred for 4 hours. The deep red mixture was then poured onto a mixture of 270 grams of ice and 50 mL of concentrated hydrochloric acid. The layers were separated and the aqueous phase was extracted with diethyl ether. The c... The reactants are C1(CCCC1)NC=1C=C(C=C2C=C(NC12)C1=NC=CC=C1)C (Cyclopentyl-[5-methyl-2-(pyridin-2-yl)-1H-indol-7-yl]amine), C=O (formaldehyde). Yields the product C1(CCCC1)N(C=1C=C(C=C2C=C(NC12)C1=NC=CC=C1)C)C (Cyclopentyl-methyl-[5-methyl-2-(pyridin-2-yl)-1H-indol-7-yl]-amine). RXN SMILES: [CH:1]1([NH:6][C:7]2[CH:8]=[C:9]([CH3:22])[CH:10]=[C:11]3[C:15]=2[NH:14][C:13]([C:16]2[CH:21]=[CH:20][CH:19]=[CH:18][N:17]=2)=[CH:12]3)[CH2:5][CH2:4][CH2:3][CH2:2]1.[CH2:23]=O>>[CH:1]1([N:6]([CH3:23])[C:7]2[CH:8]=[C:9]([CH3:22])[CH:10]=[C:11]3[C:15]=2[NH:14][C:13]([C:16]2[CH:21]=[CH:20][CH:19]=[CH:18][N:17]=2)=[CH:12]3)[CH2:5][CH2:4][CH2:3][CH2:2]1. Procedure: Cyclopentyl-[5-methyl-2-(pyridin-2-yl)-1H-indol-7-yl]amine prepared in Example 1 and formaldehyde were reacted according to the same procedure as Step B of Example 1 to give the title compound.